From a dataset of the Open Reaction Database (ORD), a public repository of structured organic reaction records. describe an organic reaction: reactants, conditions, products, and yield Reactants: O.FC(C(C(C=O)(F)F)(F)F)(F)F (Heptafluorobutyraldehyde hydrate), N1C=CC=C1 (pyrrole), [OH-].[Na+] (sodium hydroxide). Solvent: O (water). Run at time 2 day. Yields the product FC(C(O)C=1NC(=CC1)C(C(C(C(F)(F)F)(F)F)(F)F)O)(C(C(F)(F)F)(F)F)F (2,5-Bis (2,2,3,3,4,4,4-heptafluoro-1-hydroxybutyl)pyrrole). Reaction SMILES: [OH2:1].[F:2][C:3]([F:13])([F:12])[C:4]([F:11])([F:10])[C:5]([F:9])([F:8])[CH:6]=[O:7].[NH:14]1[CH:18]=[CH:17][CH:16]=[CH:15]1.[OH-].[Na+]>O>[F:8][C:5]([F:9])([C:4]([F:10])([F:11])[C:3]([F:2])([F:13])[F:12])[CH:6]([C:15]1[NH:14][C:18]([CH:6]([OH:7])[C:5]([F:8])([F:9])[C:4]([F:10])([F:11])[C:3]([F:12])([F:13])[F:2])=[CH:17][CH:16]=1)[OH:1] |f:0.1,3.4|. Procedure: Heptafluorobutyraldehyde hydrate (5.0 g, 23 mmol) was placed in a 100 mL Schlenk flask. This was frozen with liquid nitrogen and an inert atmosphere was established. Against an outflow of nitrogen, dried pyrrole (0.694 mL, 10 mmol) and sodium hydroxide (2.25 g, 56 mmol) were added. The flask was wrapped in foil and the mixture was stirred for 2 days. The volatiles were removed by vacuum, leaving a light brown, oily solid. The solid was dissolved in 40 mL of water and the solution was extracted (... The product is Cl.ClC1=CC(=C(NC2=NC=NC3=CC(=C(C=C23)OC)OCCCN2[C@@H](CCC2)C(N(C)C)=O)C=C1)F ((S)-4-(4-chloro-2-fluoroanilino)-7-(3-(2-(N,N-dimethylcarbamoyl)pyrrolidin-1-yl)propoxy)-6-methoxyquinazoline hydrochloride). Procedure: Diethyl azodicarboxylate (0.18 ml, 1.14 mmol) was added dropwise to a mixture of 4-(4-chloro-2-fluoroanilino)-7-hydroxy-6-methoxyquinazoline (111 mg, 0.35 mmol), (prepared as described for the staring material in Example 2), triphenylphosphine (312 mg, 1.19 mmol) and (S)-1-(3-hydroxypropyl)-2-(N,N-dimethylcarbamoyl)pyrrolidine (84 mg, 0.42 mmol) in methylene chloride (10 ml) cooled at 0° C. under nitrogen. The mixture was stirred for 15 minutes at 0° C., the mixture was allowed to warm to ambien... The yield is 91.3%. Run at temperature 0 celsius, time 15 minute. Reactants: OCCCN1[C@@H](CCC1)C(N(CC)CC)=O ((S)-1-(3-hydroxypropyl)-2-(N,N-diethylcarbamoyl)pyrrolidine), C1(=CC=CC=C1)P(C1=CC=CC=C1)C1=CC=CC=C1 (triphenylphosphine), N(=NC(=O)OCC)C(=O)OCC (diethyl azodicarboxylate), OCCCN1[C@@H](CCC1)C(N(C)C)=O ((S)-1-(3-hydroxypropyl)-2-(N,N-dimethylcarbamoyl)pyrrolidine), N(=NC(=O)OCC)C(=O)OCC (Diethyl azodicarboxylate), ClC1=CC(=C(NC2=NC=NC3=CC(=C(C=C23)OC)O)C=C1)F (4-(4-chloro-2-fluoroanilino)-7-hydroxy-6-methoxyquinazoline), C1(=CC=CC=C1)P(C1=CC=CC=C1)C1=CC=CC=C1 (triphenylphosphine). RXN SMILES: N(C(OCC)=O)=NC(OCC)=O.[Cl:13][C:14]1[CH:33]=[CH:32][C:17]([NH:18][C:19]2[C:28]3[C:23](=[CH:24][C:25]([OH:31])=[C:26]([O:29][CH3:30])[CH:27]=3)[N:22]=[CH:21][N:20]=2)=[C:16]([F:34])[CH:15]=1.C1(P(C2C=CC=CC=2)C2C=CC=CC=2)C=CC=CC=1.O[CH2:55][CH2:56][CH2:57][N:58]1[CH2:62][CH2:61][CH2:60][C@H:59]1[C:63](=[O:67])[N:64]([CH3:66])[CH3:65].OCCCN1CCC[C@H]1C(=O)N(CC)CC>C(Cl)Cl>[ClH:13].[Cl:13][C:14]1[CH:33]=[CH:32][C:17]([NH:18][C:19]2[C:28]3[C:23](=[CH:24][C:25]([O:31][CH2:55][CH2:56][CH2:57][N:58]4[CH2:62][CH2:61][CH2:60][C@H:59]4[C:63](=[O:67])[N:64]([CH3:65])[CH3:66])=[C:26]([O:29][CH3:30])[CH:27]=3)[N:22]=[CH:21][N:20]=2)=[C:16]([F:34])[CH:15]=1 |f:6.7|. Solvent: C(Cl)Cl (methylene chloride). Starting materials: O (Water), CC=1OC(=NN1)C=S(=O)=O (2-Methyl-5-sulfonylmethyl-1,3,4-oxadiazole), [ 1983 ], [H-].[Na+] (Sodium hydride), suspension, OC[C@H]1CN(C(O1)=O)C1=CC(=C(C=C1)C=1CCOCC1)F (5(R)-hydroxymethyl-3-(4-[3,6-dihydro-(2H)-pyran-4-yl]-3-fluorophenyl)oxazolidin-2-one). The solvent is CS(=O)C (DMSO). Run at temperature 110 celsius, time 1 hour. Yields the product CC=1OC(=NN1)OC[C@H]1CN(C(O1)=O)C1=CC(=C(C=C1)C=1CCOCC1)F (5(R)-(2-Methyl-1,3,4-oxadiazol-5-yl)oxymethyl-3-(4-[3,6-dihydro-(2H)-pyran-4-yl]-3-fluorophenyl)oxazolidin-2-one). Yield: 9.0%. RXN SMILES: [H-].[Na+].[OH:3][CH2:4][C@@H:5]1[O:9][C:8](=[O:10])[N:7]([C:11]2[CH:16]=[CH:15][C:14]([C:17]3[CH2:18][CH2:19][O:20][CH2:21][CH:22]=3)=[C:13]([F:23])[CH:12]=2)[CH2:6]1.C[C:25]1[O:26][C:27]([CH:30]=S(=O)=O)=[N:28][N:29]=1.O>CS(C)=O>[CH3:30][C:27]1[O:26][C:25]([O:3][CH2:4][C@@H:5]2[O:9][C:8](=[O:10])[N:7]([C:11]3[CH:16]=[CH:15][C:14]([C:17]4[CH2:18][CH2:19][O:20][CH2:21][CH:22]=4)=[C:13]([F:23])[CH:12]=3)[CH2:6]2)=[N:29][N:28]=1 |f:0.1|. Reported procedure: Sodium hydride (28 mg of a 60% suspension in mineral oil, 0.69 mmol) was added to a solution of 5(R)-hydroxymethyl-3-(4-[3,6-dihydro-(2H)-pyran-4-yl]-3-fluorophenyl)oxazolidin-2-one (0.2 g, 0.69 mmol) in DMSO (5 ml) and the mixture was stirred for 1 hour. 2-Methyl-5-sulfonylmethyl-1,3,4-oxadiazole (RB Woodward et al, (Journal of the American Chemical Society 105, 904 [1983]) (0.11 g, 0.69 mmol) was added and the solution heated at 110° C. for 9 hours. Water (40 ml) was added and the mixture extr... Starting materials: C(C1=CC=CC=C1)N1CCC(CC1)(CN)C1=CC(=CC=C1)C (1-benzyl-4-(3-methylphenyl)-4-aminomethyl-piperidine), C(=O)(N1C=NC=C1)N1C=NC=C1 (1,1′-carbonyldiimidazole). Run in ClCCl (dichloromethane). Run at time 3 day. The product is C(C1=CC=CC=C1)N1CCC2(CNC(N2C2=CC(=CC=C2)C)=O)CC1 (8-Benzyl-1-(3-methylphenyl)-1,3,8-triaza-spiro[4.5]decan-2-one). RXN SMILES: [CH2:1]([N:8]1[CH2:13][CH2:12][C:11](C2C=CC=C(C)C=2)([CH2:14][NH2:15])[CH2:10][CH2:9]1)[C:2]1[CH:7]=[CH:6][CH:5]=[CH:4][CH:3]=1.[C:23]([N:30]1[CH:34]=[CH:33]N=C1)(N1C=CN=C1)=[O:24]>ClCCl>[CH2:1]([N:8]1[CH2:9][CH2:10][C:11]2([N:30]([C:34]3[CH:33]=[CH:4][CH:3]=[C:2]([CH3:7])[CH:1]=3)[C:23](=[O:24])[NH:15][CH2:14]2)[CH2:12][CH2:13]1)[C:2]1[CH:3]=[CH:4][CH:5]=[CH:6][CH:7]=1. Procedure details: A mixture of 1-benzyl-4-(3-methylphenyl)-4-aminomethyl-piperidine (0.52 g, 1.67 mmol) and 1,1′-carbonyldiimidazole (0.41 g, 2.5 mmol) in dichloromethane (2 mL) was stirred at room temp. for 3 days. The resultant solution was concentrated and the residue subjected to column chromatography on silica gel eluting with a 1:1 mixture of chloroform and chloroform saturated with ammonia gas. Collection and concentration of appropriate fractions provide the title compound. FAB MS m/e 336 (M+1) Starting materials: N1C(CCCC1)=O (piperidin-2-one), C(CC)C1=C(C=CC=2C(=NOC21)C(F)(F)F)OCCCBr (7-propyl-3-(trifluoromethyl)-6-(3-bromopropyloxy)-1,2-benzisoxazole). Reaction SMILES: [NH:1]1[CH2:6][CH2:5][CH2:4][CH2:3][C:2]1=[O:7].[CH2:8]([C:11]1[C:19]2[O:18][N:17]=[C:16]([C:20]([F:23])([F:22])[F:21])[C:15]=2[CH:14]=[CH:13][C:12]=1[O:24][CH2:25][CH2:26][CH2:27]Br)[CH2:9][CH3:10]>>[CH2:8]([C:11]1[C:19]2[O:18][N:17]=[C:16]([C:20]([F:21])([F:23])[F:22])[C:15]=2[CH:14]=[CH:13][C:12]=1[O:24][CH2:25][CH2:26][CH2:27][N:1]1[CH2:6][CH2:5][CH2:4][CH2:3][C:2]1=[O:7])[CH2:9][CH3:10]. Product: C(CC)C1=C(C=CC=2C(=NOC21)C(F)(F)F)OCCCN2C(CCCC2)=O (1-(3-{[7-propyl-3-(trifluoromethyl)-1,2-benzisoxazol-6-yl]oxy}propyl)piperidin-2-one). Procedure details: 1-(3-{[7-Propyl-3-(trifluoromethyl)-1,2-benzisoxazol-6-yl]oxy}propyl)piperidin-2-one was prepared as for Example 10 from piperidin-2-one and the bromide from Example 7. After aqueous work-up and silica gel chromatography, the title compound was obtained. Reactants: FC=1C=C(C=O)C=CC1 (3-fluorobenzaldehyde), C1(=CC=CC=C1)P(=CC(=O)OC(C)(C)C)(C1=CC=CC=C1)C1=CC=CC=C1 (tert-butyl 2-(triphenylphosphoranylidene)acetate). The solvent is O1CCCC1 (tetrahydrofuran). The product is FC=1C=C(C=CC1)/C=C/C(=O)OC(C)(C)C (tert-Butyl(E)-3-(3-fluorophenyl)-2-propenoate). As a reaction SMILES: [F:1][C:2]1[CH:3]=[C:4]([CH:7]=[CH:8][CH:9]=1)[CH:5]=O.C1(P(C2C=CC=CC=2)(C2C=CC=CC=2)=[CH:17][C:18]([O:20][C:21]([CH3:24])([CH3:23])[CH3:22])=[O:19])C=CC=CC=1>O1CCCC1>[F:1][C:2]1[CH:3]=[C:4](/[CH:5]=[CH:17]/[C:18]([O:20][C:21]([CH3:24])([CH3:23])[CH3:22])=[O:19])[CH:7]=[CH:8][CH:9]=1. Procedure details: To a solution of 3-fluorobenzaldehyde (10 g, 80 mmol) in tetrahydrofuran (370 ml) was added tert-butyl 2-(triphenylphosphoranylidene)acetate (27.6 g, 73.3 mmol) in 1 g portions over 30 minutes. Upon final addition, the mixture was heated to reflux for 10 minutes. The solvent was removed under reduced pressure. The white waxy residue was triturated with pentane (x2). The pentane extracts were combined and evaporated under reduced pressure. The residue was purified by filtration through a plug of ... The reactants are C(C)OC(CN=C(C1=CC=CC=C1)C1=CC=CC=C1)=O (N-(diphenylmethylene)glycine ethyl ester), BrCC1=CC=C(C2=CC=CC=C12)OCCC=1N=C(OC1C)C1=CC=CC=C1 (4-[2-(4-bromomethyl-naphthalen-1-yloxy)-ethyl]-5-methyl-2-phenyl-oxazole), ice NH4Cl, [Li]CCCC (nBuLi), C(C)(C)NC(C)C (diisopropylamine), C(=O)=O (dry ice). The solvent is C1CCOC1 (THF), CN1CCCN(C1=O)C (DMPU), C1CCOC1 (THF), C1CCOC1 (THF). Product: [Li+].CC(C)[N-]C(C)C (LDA), C(C)OC(C(CC1=CC=C(C2=CC=CC=C12)OCCC=1N=C(OC1C)C1=CC=CC=C1)N=C(C1=CC=CC=C1)C1=CC=CC=C1)=O (2-(Benzhydrylidene-amino)-3-{4-[2-(5-methyl-2-phenyl-oxazol-4-yl)-ethoxy]-naphthalen-1-yl}-propionic acid ethyl ester). RXN SMILES: [Li:1]CCCC.[CH:6]([NH:9][CH:10]([CH3:12])[CH3:11])([CH3:8])[CH3:7].[CH2:13]([O:15][C:16](=[O:32])[CH2:17][N:18]=[C:19]([C:26]1[CH:31]=[CH:30][CH:29]=[CH:28][CH:27]=1)[C:20]1[CH:25]=[CH:24][CH:23]=[CH:22][CH:21]=1)[CH3:14].Br[CH2:34][C:35]1[C:44]2[C:39](=[CH:40][CH:41]=[CH:42][CH:43]=2)[C:38]([O:45][CH2:46][CH2:47][C:48]2[N:49]=[C:50]([C:54]3[CH:59]=[CH:58][CH:57]=[CH:56][CH:55]=3)[O:51][C:52]=2[CH3:53])=[CH:37][CH:36]=1.C(=O)=O>CN1C(=O)N(C)CCC1.C1COCC1>[Li+:1].[CH3:7][CH:6]([N-:9][CH:10]([CH3:12])[CH3:11])[CH3:8].[CH2:13]([O:15][C:16](=[O:32])[CH:17]([N:18]=[C:19]([C:26]1[CH:31]=[CH:30][CH:29]=[CH:28][CH:27]=1)[C:20]1[CH:21]=[CH:22][CH:23]=[CH:24][CH:25]=1)[CH2:34][C:35]1[C:44]2[C:39](=[CH:40][CH:41]=[CH:42][CH:43]=2)[C:38]([O:45][CH2:46][CH2:47][C:48]2[N:49]=[C:50]([C:54]3[CH:59]=[CH:58][CH:57]=[CH:56][CH:55]=3)[O:51][C:52]=2[CH3:53])=[CH:37][CH:36]=1)[CH3:14] |f:7.8|. Procedure details: LDA was prepared by adding via syringe 2.0 ml nBuLi (1.5 M, hexane) to a solution of 0.324 g (3.2 mmol) of diisopropylamine in 6 ml of abs. THF at −10°. After cooling to −78°, 0.802 g of N-(diphenylmethylene)glycine ethyl ester (3.0 mmol), dissolved in 2 ml of abs. THF, was added dropwise and the mixture kept for 15 Min. at that temperature to ensure complete deprotonation. 0.81 g of crude 4-[2-(4-bromomethyl-naphthalen-1-yloxy)-ethyl]-5-methyl-2-phenyl-oxazole (<0.20 mmol, prepared as described... The reactants are C1(=CC=CC=C1)S(=O)(=O)N1C(=CC2=CC=CC=C12)C1(O)[C@@H](OCC2=CC=CC=C2)[C@@H](OCC2=CC=CC=C2)[C@H](OCC2=CC=CC=C2)[C@H](O1)COCC1=CC=CC=C1 (1-C-[1-(phenylsulfonyl)indole-2-yl]-2,3,4,6-tetra-O-benzyl-D-mannopyranose), compound ( V ), [C@@H]([C@H](C(=O)[O-])O)(C(=O)[O-])O.[Na+].[K+] (Rochelle salt), compound ( IV ), [H-].[Al+3].[Li+].[H-].[H-].[H-] (lithium aluminum hydride). The solvent is O1CCCC1 (tetrahydrofuran). Conditions: temperature 0 celsius, time 30 minute. The product is C1(=CC=CC=C1)S(=O)(=O)N1C(=CC2=CC=CC=C12)C([C@@H](OCC1=CC=CC=C1)[C@@H](OCC1=CC=CC=C1)[C@H](OCC1=CC=CC=C1)[C@H](O)COCC1=CC=CC=C1)O (1-C-[1-(phenylsulfonyl)indole-2-yl]-2,3,4,6-tetra-O-benzyl-D-mannitol). Isolated yield 75.4%. As a reaction SMILES: [C:1]1([S:7]([N:10]2[C:18]3[C:13](=[CH:14][CH:15]=[CH:16][CH:17]=3)[CH:12]=[C:11]2[C:19]2([O:49][C@H:48]([CH2:50][O:51][CH2:52][C:53]3[CH:58]=[CH:57][CH:56]=[CH:55][CH:54]=3)[C@@H:39]([O:40][CH2:41][C:42]3[CH:47]=[CH:46][CH:45]=[CH:44][CH:43]=3)[C@H:30]([O:31][CH2:32][C:33]3[CH:38]=[CH:37][CH:36]=[CH:35][CH:34]=3)[C@@H:21]2[O:22][CH2:23][C:24]2[CH:29]=[CH:28][CH:27]=[CH:26][CH:25]=2)[OH:20])(=[O:9])=[O:8])[CH:6]=[CH:5][CH:4]=[CH:3][CH:2]=1.[H-].[Al+3].[Li+].[H-].[H-].[H-].[C@H](O)(C([O-])=O)[C@@H](O)C([O-])=O.[Na+].[K+]>O1CCCC1>[C:1]1([S:7]([N:10]2[C:18]3[C:13](=[CH:14][CH:15]=[CH:16][CH:17]=3)[CH:12]=[C:11]2[CH:19]([OH:20])[C@H:21]([C@H:30]([C@@H:39]([C@@H:48]([CH2:50][O:51][CH2:52][C:53]2[CH:58]=[CH:57][CH:56]=[CH:55][CH:54]=2)[OH:49])[O:40][CH2:41][C:42]2[CH:43]=[CH:44][CH:45]=[CH:46][CH:47]=2)[O:31][CH2:32][C:33]2[CH:34]=[CH:35][CH:36]=[CH:37][CH:38]=2)[O:22][CH2:23][C:24]2[CH:29]=[CH:28][CH:27]=[CH:26][CH:25]=2)(=[O:8])=[O:9])[CH:6]=[CH:5][CH:4]=[CH:3][CH:2]=1 |f:1.2.3.4.5.6,7.8.9|. Reported procedure: First, 7.74 g (9.72 mmol) of 1-C-[1-(phenylsulfonyl)indole-2-yl]-2,3,4,6-tetra-O-benzyl-D-mannopyranose [compound (IV) wherein R1 to R4 are benzyl and R5 is phenylsulfonyl] was dissolved in tetrahydrofuran (240 ml). Then, 1.11 g (29.25 mmol) of lithium aluminum hydride was added to the mixture and stirred at about 0° C. for about 30 minutes. After the reaction was completed, a saturated aqueous solution of Rochelle salt was added to the reaction mixture which was then subjected to extraction wit...